This data is from the Open Reaction Database (ORD), a public repository of structured organic reaction records. The task is: describe an organic reaction: reactants, conditions, products, and yield Reactants: CN(CCN(S(=O)(=O)C)C=1C=C(C=CC1)[N+](=O)[O-])C (3-[N-(2-dimethylamino-ethyl)-N-methylsulphonyl-amino]-nitrobenzene). The reagents and catalysts are [Pd] (palladium/charcoal). The product is CN(CCN(S(=O)(=O)C)C=1C=C(N)C=CC1)C (3-[N-(2-dimethylamino-ethyl)-N-methylsulphonyl-amino]-aniline). As a reaction SMILES: [CH3:1][N:2]([CH3:19])[CH2:3][CH2:4][N:5]([C:10]1[CH:11]=[C:12]([N+:16]([O-])=O)[CH:13]=[CH:14][CH:15]=1)[S:6]([CH3:9])(=[O:8])=[O:7]>[Pd]>[CH3:1][N:2]([CH3:19])[CH2:3][CH2:4][N:5]([C:10]1[CH:11]=[C:12]([CH:13]=[CH:14][CH:15]=1)[NH2:16])[S:6]([CH3:9])(=[O:8])=[O:7]. Reported procedure: Prepared analogously to Example 1d by catalytic hydrogenation of 1.9 g (6.8 mmol) of 3-[N-(2-dimethylamino-ethyl)-N-methylsulphonyl-amino]-nitrobenzene over palladium/charcoal. Reactants: CC(=O)O[BH-](OC(C)=O)OC(C)=O, CC(=O)O, CC(C)(C)OC(=O)N1CC2CC1CN2, ClCCl, [Na+], O=Cc1ccc(O)cc1. Yields the product CC(C)(C)OC(=O)N1CC2CC1CN2Cc1ccc(O)cc1. RXN SMILES: [C:28]([O:29][BH-:30]([O:31][C:32](=[O:33])[CH3:34])[O:35][C:36](=[O:37])[CH3:38])(=[O:39])[CH3:40].[CH3:24][C:25](=[O:26])[OH:27].[CH:10]12[N:11]([C:17](=[O:18])[O:19][C:20]([CH3:21])([CH3:22])[CH3:23])[CH2:12][CH:13]([NH:14][CH2:15]1)[CH2:16]2.[Cl:42][CH2:43][Cl:44].[Na+:41].[OH:1][c:2]1[cH:3][cH:4][c:5]([CH:6]=[O:7])[cH:8][cH:9]1>>[OH:1][c:2]1[cH:3][cH:4][c:5]([CH2:6][N:14]2[CH:13]3[CH2:12][N:11]([C:17](=[O:18])[O:19][C:20]([CH3:21])([CH3:22])[CH3:23])[CH:10]([CH2:15]2)[CH2:16]3)[cH:8][cH:9]1. Starting materials: C(C)OC([C@H](CC1=CC=C(C=C1)OC(C)(C)C(=O)O)OC)=O ((2S)-3-[4-(1-carboxy-1-methyl-ethoxy)-phenyl]-2-methoxy-propionic acid ethyl ester), ClC1=C(C=CC(=C1)Cl)CCN (2-(2,4-dichloro-phenyl)-ethylamine), C(C)O[C@H](C(=O)O)CC1=CC=C(C=C1)O[C@H](C)C(NCCC1=CC=C(C=C1)OC1=CC=CC=C1)=O ((2S,1R)-2-ethoxy-3-(4-{1-[2-(4-phenoxy-phenyl)-ethylcarbamoyl]-ethoxy}-phenyl)-propionic acid). Product: ClC1=C(C=CC(=C1)Cl)CCNC(=O)C(C)(OC1=CC=C(C=C1)C[C@@H](C(=O)O)OCC)C ((2S)-3-(4-{1-[2-(2,4-dichloro-phenyl)-ethylcarbamoyl]-1-methyl-ethoxy}-phenyl)-2-ethoxy-propionic acid). Reaction SMILES: C([O:3][C:4](=[O:22])[C@@H:5]([O:20][CH3:21])[CH2:6][C:7]1[CH:12]=[CH:11][C:10]([O:13][C:14]([C:17]([OH:19])=O)([CH3:16])[CH3:15])=[CH:9][CH:8]=1)C.[Cl:23][C:24]1[CH:29]=[C:28]([Cl:30])[CH:27]=[CH:26][C:25]=1[CH2:31][CH2:32][NH2:33].[CH2:34](O[C@@H](CC1C=CC(O[C@@H](C(=O)NCCC2C=CC(OC3C=CC=CC=3)=CC=2)C)=CC=1)C(O)=O)C>>[Cl:23][C:24]1[CH:29]=[C:28]([Cl:30])[CH:27]=[CH:26][C:25]=1[CH2:31][CH2:32][NH:33][C:17]([C:14]([CH3:15])([O:13][C:10]1[CH:9]=[CH:8][C:7]([CH2:6][C@H:5]([O:20][CH2:21][CH3:34])[C:4]([OH:3])=[O:22])=[CH:12][CH:11]=1)[CH3:16])=[O:19]. Procedure: The title compound was prepared from (2S)-3-[4-(1-carboxy-1-methyl-ethoxy)-phenyl]-2-methoxy-propionic acid ethyl ester (PREPARATION 5, step 2) and 2-(2,4-dichloro-phenyl)-ethylamine via the same procedure used for the preparation of (2S,1R)-2-ethoxy-3-(4-{1-[2-(4-phenoxy-phenyl)-ethylcarbamoyl]-ethoxy}-phenyl)-propionic acid (Example 1, step 3) to produce a colorless oil. MS (ES) for C22H25Cl2NO5 [M−H]−: 452, [M+H]−: 454. Reactants: ice water, C(C)(=O)OC(C)=O (acetic anhydride), C(=O)O (formic acid), anhydride, NC1=CC=C(C=C1)C1=NNC(CC2=C1C=C1C(=C2)OCO1)C (1-(4-aminophenyl)-4-methyl-7,8-methylenedioxy-3,4-dihydro-5H-2,3-benzodiazepine). Conditions: temperature 25 celsius, time 15 minute. Yields the product C(=O)NC1=CC=C(C=C1)C1=NN(C(CC2=C1C=C1C(=C2)OCO1)C)C=O (1-(4-Formylaminophenyl)-3-formyl-4-methyl-7,8-methylenedioxy-3,4-dihydro-5H-2,3-benzodiazepine). As a reaction SMILES: [C:1](OC(=O)C)(=[O:3])C.[NH2:8][C:9]1[CH:14]=[CH:13][C:12]([C:15]2[C:21]3[CH:22]=[C:23]4[O:28][CH2:27][O:26][C:24]4=[CH:25][C:20]=3[CH2:19][CH:18]([CH3:29])[NH:17][N:16]=2)=[CH:11][CH:10]=1.[CH:30](O)=[O:31]>>[CH:1]([NH:8][C:9]1[CH:14]=[CH:13][C:12]([C:15]2[C:21]3[CH:22]=[C:23]4[O:28][CH2:27][O:26][C:24]4=[CH:25][C:20]=3[CH2:19][CH:18]([CH3:29])[N:17]([CH:30]=[O:31])[N:16]=2)=[CH:11][CH:10]=1)=[O:3]. Reported procedure: To 6.0 ml (0.104 mol) of acetic anhydride 3.0 ml (0.08 mol) of 100% formic acid were added dropwise at 0° C. during 5 minutes while constant stirring. The stirring was continued at 50° C. for 15 minutes. Thereafter 1 g (3.3 mmol) of 1-(4-aminophenyl)-4-methyl-7,8-methylenedioxy-3,4-dihydro-5H-2,3-benzodiazepine was added to the thus-prepared mixed anhydride. The reaction mixture was stirred at 25° C. for 1.5 hours, then poured into ice-water, the precipitate formed was filtered, washed with 4×5 ...